This data is from the Open Reaction Database (ORD), a public repository of structured organic reaction records. The task is: describe an organic reaction: reactants, conditions, products, and yield The reactants are FC=1C=C2C(=NC(=NC2=CC1)C1=CC=C(C=C1)F)C(=O)O (6-fluoro-2-(4-fluorophenyl)quinazoline-4-carboxylic acid), Cl.OC1=C2CCNCC2=CC=C1 (5-hydroxy-1,2,3,4-tetrahydroisoquinoline hydrochloride). The product is FC=1C=C2C(=NC(=NC2=CC1)C1=CC=C(C=C1)F)C(=O)N1CC2=CC=CC(=C2CC1)O (2-[[6-fluoro-2-(4-fluorophenyl)quinazolin-4-yl]carbonyl]-5-hydroxy-1,2,3,4-tetrahydroisoquinoline). The yield is 22.8%. As a reaction SMILES: [F:1][C:2]1[CH:3]=[C:4]2[C:9](=[CH:10][CH:11]=1)[N:8]=[C:7]([C:12]1[CH:17]=[CH:16][C:15]([F:18])=[CH:14][CH:13]=1)[N:6]=[C:5]2[C:19](O)=[O:20].Cl.[OH:23][C:24]1[CH:33]=[CH:32][CH:31]=[C:30]2[C:25]=1[CH2:26][CH2:27][NH:28][CH2:29]2>>[F:1][C:2]1[CH:3]=[C:4]2[C:9](=[CH:10][CH:11]=1)[N:8]=[C:7]([C:12]1[CH:13]=[CH:14][C:15]([F:18])=[CH:16][CH:17]=1)[N:6]=[C:5]2[C:19]([N:28]1[CH2:27][CH2:26][C:25]2[C:30](=[CH:31][CH:32]=[CH:33][C:24]=2[OH:23])[CH2:29]1)=[O:20] |f:1.2|. Reported procedure: Reaction of 6-fluoro-2-(4-fluorophenyl)quinazoline-4-carboxylic acid with 5-hydroxy-1,2,3,4-tetrahydroisoquinoline hydrochloride gave compound 101 (22.8% yield). 1H NMR (300 MHz, DMSO-d6) δ 2.62 and 2.88 (2t, 2H), 3.54 and 4.05 (2t, 2H), 4.49 and 4.95 (2s, 2H), 6.35-6.79 (m, 2H), 6.85-7.07 (m, 1H), 7.42-7.45 (m, 1H), 7.64-7.80 (m, 2H), 8.04-8.10 (m 1H), 8.15-8.39 (m, 3H), 9.49 and 9.53 (2s, 1H); MS (ESI) m/z 418 ([M+H]+). Starting materials: C1=NCCC2=CC=CC=C12 (3,4-dihydroisoquinoline), ClC1=C(CCl)C=CC=C1 (2-chlorobenzyl chloride), C(C)(C)O (isopropanol), S(=O)(=O)(O)[O-] (hydrogensulphate). Run in C(C)#N (acetonitrile). Product: S(=O)(=O)(O)[O-].ClC1=C(C[N+]2=CC3=CC=CC=C3CC2)C=CC=C1 (2-(2-Chlorobenzyl)-3,4-dihydroisoquinolinium hydrogen-sulphate). RXN SMILES: [CH:1]1[C:10]2[C:5](=[CH:6][CH:7]=[CH:8][CH:9]=2)[CH2:4][CH2:3][N:2]=1.[Cl:11][C:12]1[CH:19]=[CH:18][CH:17]=[CH:16][C:13]=1[CH2:14]Cl.[S:20]([O-:24])([OH:23])(=[O:22])=[O:21].C(O)(C)C>C(#N)C>[S:20]([O-:24])([OH:23])(=[O:22])=[O:21].[Cl:11][C:12]1[CH:19]=[CH:18][CH:17]=[CH:16][C:13]=1[CH2:14][N+:2]1[CH2:3][CH2:4][C:5]2[C:10](=[CH:9][CH:8]=[CH:7][CH:6]=2)[CH:1]=1 |f:5.6|. Procedure details: The title compound is prepared analogously to Example A from 3,4-dihydroisoquinoline and 2-chlorobenzyl chloride in acetonitrile. The melting point of the hydrogensulphate is 190°-192° C. (from isopropanol). Starting materials: CC(=O)O, O=CO, [Cl-], Cl, O=N[O-], Cn1nnc(-c2cc(N)n(-c3ccccc3)n2)n1, [Na+], O=S=O, O, O, O. The product is Cn1nnc(-c2cc(S(N)(=O)=O)n(-c3ccccc3)n2)n1. Reaction SMILES: [CH3:31][C:32](=[O:33])[OH:34].[CH:35]([OH:36])=[O:37].[Cl-:29].[ClH:1].[N:20]([O-:21])=[O:22].[NH2:2][c:3]1[cH:4][c:5](-[c:14]2[n:15][n:16][n:17]([CH3:19])[n:18]2)[n:6][n:7]1-[c:8]1[cH:9][cH:10][cH:11][cH:12][cH:13]1.[Na+:23].[O:24]=[S:25]=[O:26].[OH2:27].[OH2:28].[OH2:30]>>[c:3]1([S:25]([NH2:20])(=[O:24])=[O:26])[cH:4][c:5](-[c:14]2[n:15][n:16][n:17]([CH3:19])[n:18]2)[n:6][n:7]1-[c:8]1[cH:9][cH:10][cH:11][cH:12][cH:13]1. The reactants are NC=1N=C(C2=C(N1)SC(=N2)C2CC2)S(=O)(=O)C (5-amino-2-cyclopropyl-7-(methylsulfonyl)thiazolo[5,4-d]pyrimidine), C(=O)([O-])[O-].[K+].[K+] (K2CO3). The solvent is O1CCOCC1 (dioxane), CO (methanol). Run at time 8 hour. Yields the product NC=1N=C(C2=C(N1)SC(=N2)C2CC2)OC (5-amino-2-cyclopropyl-7-methoxythiazolo[5,4-d]pyrimidine). The yield is 90.0%. As a reaction SMILES: [NH2:1][C:2]1[N:3]=[C:4](S(C)(=O)=O)[C:5]2[N:10]=[C:9]([CH:11]3[CH2:13][CH2:12]3)[S:8][C:6]=2[N:7]=1.[C:18]([O-])([O-])=[O:19].[K+].[K+]>O1CCOCC1.CO>[NH2:1][C:2]1[N:3]=[C:4]([O:19][CH3:18])[C:5]2[N:10]=[C:9]([CH:11]3[CH2:13][CH2:12]3)[S:8][C:6]=2[N:7]=1 |f:1.2.3|. Procedure: A mixture of 5-amino-2-cyclopropyl-7-(methylsulfonyl)thiazolo[5,4-d]pyrimidine (54 mg, 0.2 mmol) and K2CO3 (69 mg, 0.5 mmol) in dioxane (10 ml) and methanol (5 ml) was stirred at room temperature overnight. The reaction mixture was evaporated in vacuo and purified by flash chromatography on silica, the mobile phase being a mixture of methanol and dichloromethane (in a ratio of 1/60), yielding the pure title compound (40 mg, 90%). The reactants are CNS(=O)(=O)C1=CC=C(CNC(=O)C=2C=3C=NN(C3C=C(C2)Br)C2=CC=C(C=C2)F)C=C1 (6-bromo-1-(4-fluoro-phenyl)-1H-indazole-4-carboxylic acid 4-methylsulfamoyl-benzylamide), CB(O)O (methylboronic acid), C([O-])([O-])=O.[Na+].[Na+] (sodium carbonate). Reagents/catalysts: C=1C=CC(=CC1)[P](C=2C=CC=CC2)(C=3C=CC=CC3)[Pd]([P](C=4C=CC=CC4)(C=5C=CC=CC5)C=6C=CC=CC6)([P](C=7C=CC=CC7)(C=8C=CC=CC8)C=9C=CC=CC9)[P](C=1C=CC=CC1)(C=1C=CC=CC1)C=1C=CC=CC1 (tetrakis(triphenylphosphine)palladium). The solvent is CN(C)C=O (DMF). Run at temperature 120 celsius. The product is CNS(=O)(=O)C1=CC=C(CNC(=O)C=2C=3C=NN(C3C=C(C2)C)C2=CC=C(C=C2)F)C=C1 (1-(4-Fluoro-phenyl)-6-methyl-1H-indazole-4-carboxylic acid 4-methylsulfamoyl-benzylamide). As a reaction SMILES: [CH3:1][NH:2][S:3]([C:6]1[CH:32]=[CH:31][C:9]([CH2:10][NH:11][C:12]([C:14]2[C:15]3[CH:16]=[N:17][N:18]([C:24]4[CH:29]=[CH:28][C:27]([F:30])=[CH:26][CH:25]=4)[C:19]=3[CH:20]=[C:21](Br)[CH:22]=2)=[O:13])=[CH:8][CH:7]=1)(=[O:5])=[O:4].[CH3:33]B(O)O.C(=O)([O-])[O-].[Na+].[Na+]>C1C=CC([P]([Pd]([P](C2C=CC=CC=2)(C2C=CC=CC=2)C2C=CC=CC=2)([P](C2C=CC=CC=2)(C2C=CC=CC=2)C2C=CC=CC=2)[P](C2C=CC=CC=2)(C2C=CC=CC=2)C2C=CC=CC=2)(C2C=CC=CC=2)C2C=CC=CC=2)=CC=1.CN(C=O)C>[CH3:1][NH:2][S:3]([C:6]1[CH:32]=[CH:31][C:9]([CH2:10][NH:11][C:12]([C:14]2[C:15]3[CH:16]=[N:17][N:18]([C:24]4[CH:29]=[CH:28][C:27]([F:30])=[CH:26][CH:25]=4)[C:19]=3[CH:20]=[C:21]([CH3:33])[CH:22]=2)=[O:13])=[CH:8][CH:7]=1)(=[O:5])=[O:4] |f:2.3.4,^1:46,48,67,86|. Procedure: A mixture of 6-bromo-1-(4-fluoro-phenyl)-1H-indazole-4-carboxylic acid 4-methylsulfamoyl-benzylamide (0.05 g, 0.1 mmol), methylboronic acid (0.01 g, 0.2 mmol), tetrakis(triphenylphosphine)palladium (0.06 g, 0.05 mmol) and a solution of 2 N aqueous sodium carbonate (0.1 mL, 0.2 mmol) was added in a sealed tube with DMF (5 mL). The tube was capped and the resulting solution was degassed with argon for 5 minutes. The reaction was heated to 120° C. by microwave irradiation for 2.5 hours. The reactio... Starting materials: ClC=1C2=C(N=CN1)NC=C2 (4-chloro-7H-pyrrolo[2,3-d]pyrimidine), FC1=C(C=CC(=C1C=O)F)NS(=O)(=O)CCC (propane-1-sulfonic acid (2,4-difluoro-3-formyl-phenyl)-amide), [OH-].[K+] (potassium hydroxide), Cl (hydrochloric acid), C(C)(=O)OCC (ethyl acetate). Solvent: CO (methanol). Reaction conditions: time 10 minute. Product: FC1=C(C=CC(=C1C(C1=CNC=2N=CN=C(C21)OC)O)F)NS(=O)(=O)CCC (propane-1-sulfonic acid {2,4-difluoro-3-[hydroxy-(4-methoxy-7H-pyrrolo[2,3-d]pyrimidin-5-yl)-methyl]-phenyl}-amide). RXN SMILES: Cl[C:2]1[C:3]2[CH:10]=[CH:9][NH:8][C:4]=2[N:5]=[CH:6][N:7]=1.[F:11][C:12]1[C:17]([CH:18]=[O:19])=[C:16]([F:20])[CH:15]=[CH:14][C:13]=1[NH:21][S:22]([CH2:25][CH2:26][CH3:27])(=[O:24])=[O:23].[OH-].[K+].Cl.[C:31](OCC)(=[O:33])C>CO>[F:11][C:12]1[C:17]([CH:18]([OH:19])[C:10]2[C:3]3[C:2]([O:33][CH3:31])=[N:7][CH:6]=[N:5][C:4]=3[NH:8][CH:9]=2)=[C:16]([F:20])[CH:15]=[CH:14][C:13]=1[NH:21][S:22]([CH2:25][CH2:26][CH3:27])(=[O:24])=[O:23] |f:2.3|. Procedure details: To 4-chloro-7H-pyrrolo[2,3-d]pyrimidine (1, 0.200 g, 1.30 mmol) and propane-1-sulfonic acid (2,4-difluoro-3-formyl-phenyl)-amide (9, 0.401 g, 1.52 mmol), 3.83 mL of methanol was added and this suspension was allowed to stir for 10 minutes, followed by the addition of potassium hydroxide (0.238 g, 4.24 mmol). The reaction was allowed to stir at room temperature over the weekend. The reaction was poured into 25 mL of 1N hydrochloric acid and 25 mL of ethyl acetate. The organic layer was dried over... The reactants are O1C(C(=O)O)C1C(=O)O (epoxysuccinic acid), [Na][Na] (disodium), NC1=CC=C(C=C1)S (4-aminothiophenol), [OH-].[Na+] (NaOH), C(C[*:2])[*:1] (polyethylene), Cl (HCl). Run in O (water). Conditions: time 22 hour. Product: NC1=CC=C(S/C(/C(=O)O)=C(/C(=O)O)\O)C=C1 (2-[4'-(amino)thiophenoxy]-3-hydroxymaleic acid). The yield is 50.0%. Reaction SMILES: [O:1]1[CH:6]([C:7]([OH:9])=[O:8])[CH:2]1[C:3]([OH:5])=[O:4].[Na][Na].[NH2:12][C:13]1[CH:18]=[CH:17][C:16]([SH:19])=[CH:15][CH:14]=1.[OH-].[Na+].Cl>O>[NH2:12][C:13]1[CH:18]=[CH:17][C:16]([S:19]/[C:6](=[C:2](\[OH:1])/[C:3]([OH:5])=[O:4])/[C:7]([OH:9])=[O:8])=[CH:15][CH:14]=1 |f:3.4|. Procedure details: To a solution of 70 percent epoxysuccinic acid, disodium salt (6.573 g, 26 14 mmol) in 25 mL water was added a filtered solution of 4-aminothiophenol (3.251 g, 25.97 mmol) in aq NaOH (28 mmol in 20 mL of water) via polyethylene cannula under nitrogen with stirring. After 22 hours, the cloudy reaction mixture was washed with 30 mL of ether and then acidified to pH 3 with 6M HCl, (13.3 mL, 79.8 mmol) producing a white solid precipitate. The solid was washed with 20 mL of water and dried (70° C., 0... Starting materials: O=C([O-])C(O)C(O)C(=O)[O-], CC[Al](CC)CC, C1CCCCC1, C1CCOC1, COc1nccc2c1COC2=O, CO, Cc1ccccc1, [K+], [Li]CC, [Na+], c1ccccc1. Yields the product CCC1(O)OCc2c1ccnc2OC. RXN SMILES: [C:49]([CH:50]([CH:51]([C:52]([O-:53])=[O:54])[OH:55])[OH:56])([O-:57])=[O:58].[CH2:1]([CH3:2])[Al:3]([CH2:4][CH3:5])[CH2:6][CH3:7].[CH2:24]1[CH2:25][CH2:26][CH2:27][CH2:28][CH2:29]1.[CH2:44]1[O:45][CH2:46][CH2:47][CH2:48]1.[CH3:30][O:31][c:32]1[n:33][cH:34][cH:35][c:36]2[c:37]1[CH2:38][O:39][C:40]2=[O:41].[CH3:42][OH:43].[CH3:8][c:9]1[cH:10][cH:11][cH:12][cH:13][cH:14]1.[K+:60].[Li:15][CH2:16][CH3:17].[Na+:59].[cH:18]1[cH:19][cH:20][cH:21][cH:22][cH:23]1>>[CH2:1]([CH3:2])[C:40]1([OH:41])[c:36]2[cH:35][cH:34][n:33][c:32]([O:31][CH3:30])[c:37]2[CH2:38][O:39]1.